From a dataset of the Open Reaction Database (ORD), a public repository of structured organic reaction records. describe an organic reaction: reactants, conditions, products, and yield The reactants are Br, C1CCCCC1, O, OCCCCCCCCO. The product is OCCCCCCCCBr. Reaction SMILES: [BrH:11].[CH2:13]1[CH2:14][CH2:15][CH2:16][CH2:17][CH2:18]1.[OH2:12].[OH:1][CH2:2][CH2:3][CH2:4][CH2:5][CH2:6][CH2:7][CH2:8][CH2:9][OH:10]>>[OH:1][CH2:2][CH2:3][CH2:4][CH2:5][CH2:6][CH2:7][CH2:8][CH2:9][Br:11]. Product: O=C(c1ccc(Br)cc1)c1ccc(OCC=CCn2ccnc2)cc1. As a reaction SMILES: [Br:8][CH2:9][CH:10]=[CH:11][CH2:12][O:13][c:14]1[cH:15][cH:16][c:17]([C:20](=[O:21])[c:22]2[cH:23][cH:24][c:25]([Br:28])[cH:26][cH:27]2)[cH:18][cH:19]1.[H-:6].[Na+:7].[O:30]=[CH:31][N:32]([CH3:33])[CH3:34].[OH2:29].[nH:1]1[cH:2][n:3][cH:4][cH:5]1>>[n:1]1([CH2:9][CH:10]=[CH:11][CH2:12][O:13][c:14]2[cH:15][cH:16][c:17]([C:20](=[O:21])[c:22]3[cH:23][cH:24][c:25]([Br:28])[cH:26][cH:27]3)[cH:18][cH:19]2)[cH:2][n:3][cH:4][cH:5]1. The reactants are O=C(c1ccc(Br)cc1)c1ccc(OCC=CCBr)cc1, [H-], [Na+], CN(C)C=O, O, c1c[nH]cn1. The reactants are BrC1=CC(=C(N)C=C1F)C (4-Bromo-5-fluoro-2-methylaniline), CSSC (1,2-dimethyldisulfane), N(=O)OCCC(C)C (Isoamyl nitrite). Reaction conditions: temperature 75 celsius. The product is BrC1=CC(=C(C=C1F)SC)C ((4-bromo-5-fluoro-2-methylphenyl)(methyl)sulfane). Yield: 84.9%. RXN SMILES: [Br:1][C:2]1[C:8]([F:9])=[CH:7][C:5](N)=[C:4]([CH3:10])[CH:3]=1.[CH3:11][S:12]SC.N(OCCC(C)C)=O>>[Br:1][C:2]1[C:8]([F:9])=[CH:7][C:5]([S:12][CH3:11])=[C:4]([CH3:10])[CH:3]=1. Procedure: 4-Bromo-5-fluoro-2-methylaniline (5 g, 24.5 mmol) was dissolved in 1,2-dimethyldisulfane (35 mL, 394 mmol) and heated to 75° C. under nitrogen. Isoamyl nitrite (8.52 mL, 63.7 mmol) was added dropwise to the reaction via an addition funnel through a reflux condenser (˜1 drop/sec). (NOTE—a large exotherm may occur if addition is too fast.) After addition was complete, the reaction was heated to 95° C. for 1 hour and allowed to cool to ambient temperature. The reaction was concentrated and purified... Starting materials: COC(CNC(=O)C=1N=C(C2=CC=CC=C2C1C1=CC=CC=C1)Cl)=O ([(1-chloro-4-phenyl-isoquinoline-3-carbonyl)-amino]-acetic acid methyl ester), Cl (HCl), C(=O)(O)[O-].[Na+] (NaHCO3). Reaction conditions: time 11 day. Product: ClC1=NC(=C(C2=CC=CC=C12)C1=CC=CC=C1)C(=O)NCC(=O)O ([(1-Chloro-4-phenyl-isoquinoline-3-carbonyl)-amino]-acetic acid). Yield: 73.4%. RXN SMILES: C[O:2][C:3](=[O:25])[CH2:4][NH:5][C:6]([C:8]1[N:9]=[C:10]([Cl:24])[C:11]2[C:16]([C:17]=1[C:18]1[CH:23]=[CH:22][CH:21]=[CH:20][CH:19]=1)=[CH:15][CH:14]=[CH:13][CH:12]=2)=[O:7].Cl.C([O-])(O)=O.[Na+]>>[Cl:24][C:10]1[C:11]2[C:16](=[CH:15][CH:14]=[CH:13][CH:12]=2)[C:17]([C:18]2[CH:23]=[CH:22][CH:21]=[CH:20][CH:19]=2)=[C:8]([C:6]([NH:5][CH2:4][C:3]([OH:25])=[O:2])=[O:7])[N:9]=1 |f:2.3|. Procedure: A mixture of [(1-chloro-4-phenyl-isoquinoline-3-carbonyl)-amino]-acetic acid methyl ester (50 mg, 0.14 mmol, Example D-74 b), and aqueous 6N HCl was stirred at ambient temperature for 11 days before the solution was neutralized by the addition of concentrated aqueous NaHCO3. The mixture was extracted with EtOAc (50 ml). The organic phase was dried over MgSO4 and concentrated in vacuo to give the title compound as a white solid (35 mg); MS-(+)-ion: M+1=341.0. Reactants: CC1=C(C=CC2=C1NC(CO2)=O)[N+](=O)[O-] (5-methyl-6-nitro-3-oxo-3,4-dihydro-(2H)-1,4-benzoxazine), CC1=CC2=C(NC(CO2)=O)C=C1[N+](=O)[O-] (7-methyl-6-nitro-3-oxo-3,4-dihydro-(2H)-1,4-benzoxazine), C[Mg]Br (methyl magnesium bromide). The product is CC1=C(C(=CC2=C1NC(CO2)=O)C)[N+](=O)[O-] (5,7-Dimethyl-6-nitro-3-oxo-3,4-dihydro-(2H)-1,4-benzoxazine). RXN SMILES: [CH3:1][C:2]1[C:7]2[NH:8][C:9](=[O:12])[CH2:10][O:11][C:6]=2[CH:5]=[CH:4][C:3]=1[N+:13]([O-:15])=[O:14].[CH3:16]C1C([N+]([O-])=O)=CC2NC(=O)COC=2C=1.C[Mg]Br>>[CH3:1][C:2]1[C:7]2[NH:8][C:9](=[O:12])[CH2:10][O:11][C:6]=2[CH:5]=[C:4]([CH3:16])[C:3]=1[N+:13]([O-:15])=[O:14]. Procedure: The title compound is synthesized from 5-methyl-6-nitro-3-oxo-3,4-dihydro-(2H)-1,4-benzoxazine or from 7-methyl-6-nitro-3-oxo-3,4-dihydro-(2H)-1,4-benzoxazine and methyl magnesium bromide using the method illustrated in Example 37. Starting materials: NC1=CC(=NN1C1=CC=C(C=C1)CO)C(C)(C)C ([4-(5-amino-3-tert-butyl-pyrazol-1-yl)-phenyl]-methanol), [OH-].[Na+] (NaOH), ClC(=O)OCC(Cl)(Cl)Cl (2,2,2-trichloroethyl chloroformate). Solvent: CCOC(=O)C (EtOAc). Run at time 1 hour. The product is ClC(COC(NC=1N(N=C(C1)C(C)(C)C)C1=CC=C(C=C1)CO)=O)(Cl)Cl ([5-tert-Butyl-2-(4-hydroxymethyl-phenyl)-2H-pyrazol-3-yl]-carbamic acid 2,2,2-trichloro-ethyl ester). Yield: 74.0%. RXN SMILES: [NH2:1][C:2]1[N:6]([C:7]2[CH:12]=[CH:11][C:10]([CH2:13][OH:14])=[CH:9][CH:8]=2)[N:5]=[C:4]([C:15]([CH3:18])([CH3:17])[CH3:16])[CH:3]=1.[OH-].[Na+].Cl[C:22]([O:24][CH2:25][C:26]([Cl:29])([Cl:28])[Cl:27])=[O:23]>CCOC(C)=O>[Cl:27][C:26]([Cl:29])([Cl:28])[CH2:25][O:24][C:22](=[O:23])[NH:1][C:2]1[N:6]([C:7]2[CH:12]=[CH:11][C:10]([CH2:13][OH:14])=[CH:9][CH:8]=2)[N:5]=[C:4]([C:15]([CH3:18])([CH3:17])[CH3:16])[CH:3]=1 |f:1.2|. Procedure details: To a suspension of [4-(5-amino-3-tert-butyl-pyrazol-1-yl)-phenyl]-methanol (WO 2011/070368, which is incorporated herein by reference in its entirety; 3.05 g, 12.4 mmol) in aq. NaOH solution (1M, 31 mL, 31 mmol) and EtOAc (30 mL) at RT was added 2,2,2-trichloroethyl chloroformate (1.88 mL, 13.7 mmol) over 3 min (CARE: exotherm to 35° C.) and the mixture stirred at RT for 1 h. The aqueous layer was extracted with EtOAc (20 mL), then the combined organics washed with brine (25 mL), dried (Na2SO4),... The reactants are BrC1=CC=C(S1)S(=O)(=O)NC1=CC(=CC=C1)C1=NN=NN1 (5-bromo-N-[3-(1H-tetrazol-5-yl)phenyl]thiophene-2-sulfonamide), BrC1=CC=C(S1)S(=O)(=O)NC1=CC(=CC=C1)C1=NN=NN1 (5-bromo-N-[3-(1H-tetrazol-5-yl)phenyl]thiophene-2-sulfonamide), NC(=O)C=1C=C(C=CC1)B(O)O (3-aminocarbonylphenylboronic acid). Yields the product N1N=NN=C1C=1C=C(C=CC1)NS(=O)(=O)C1=CC=C(S1)C=1C=C(C(=O)N)C=CC1 (3-[5-[[3-(1H-Tetrazol-5-yl)phenyl]sulfamoyl]-2-thienyl]benzamide). Isolated yield 12.7%. As a reaction SMILES: Br[C:2]1[S:6][C:5]([S:7]([NH:10][C:11]2[CH:16]=[CH:15][CH:14]=[C:13]([C:17]3[NH:21][N:20]=[N:19][N:18]=3)[CH:12]=2)(=[O:9])=[O:8])=[CH:4][CH:3]=1.[NH2:22][C:23]([C:25]1[CH:26]=[C:27](B(O)O)[CH:28]=[CH:29][CH:30]=1)=[O:24]>>[NH:21]1[C:17]([C:13]2[CH:12]=[C:11]([NH:10][S:7]([C:5]3[S:6][C:2]([C:29]4[CH:30]=[C:25]([CH:26]=[CH:27][CH:28]=4)[C:23]([NH2:22])=[O:24])=[CH:3][CH:4]=3)(=[O:9])=[O:8])[CH:16]=[CH:15][CH:14]=2)=[N:18][N:19]=[N:20]1. Procedure: The product was prepared according to General Procedure 3, described in Example 22, starting from 5-bromo-N-[3-(1H-tetrazol-5-yl)phenyl]thiophene-2-sulfonamide (Intermediate 17) (19 mg, 0.05 mmol) and 3-aminocarbonylphenylboronic acid (10 mg, 0.06 mmol) giving 2.7 mg (13%) of the title compound. MS (ESI+) calcd for C18H14N6O3S2 426.056880, found 426.057610.